Dataset: the Open Reaction Database (ORD), a public repository of structured organic reaction records. Task: describe an organic reaction: reactants, conditions, products, and yield Reactants: C(OCC)(OCC)OCC (Triethyl ortho-formate), NC=1C(=NC2=CC=CC=C2C1NCCCCNC(=O)OC(C)(C)C)Cl (3-amino-4-[4-(tert-butoxycarbonylamino)butylamino]-2-chloroquinoline). Reaction conditions: temperature 100 celsius, time 8 hour. Product: C(C)(C)(C)OC(=O)NCCCCN1C=NC=2C(=NC=3C=CC=CC3C21)Cl (1-[4-(tert-butoxycarbonylamino)butyl]-4-chloro-1H-imidazo[4,5-c]quinoline). Isolated yield 83.6%. RXN SMILES: [CH:1](OCC)(OCC)OCC.[NH2:11][C:12]1[C:13]([Cl:35])=[N:14][C:15]2[C:20]([C:21]=1[NH:22][CH2:23][CH2:24][CH2:25][CH2:26][NH:27][C:28]([O:30][C:31]([CH3:34])([CH3:33])[CH3:32])=[O:29])=[CH:19][CH:18]=[CH:17][CH:16]=2>>[C:31]([O:30][C:28]([NH:27][CH2:26][CH2:25][CH2:24][CH2:23][N:22]1[C:21]2[C:20]3[CH:19]=[CH:18][CH:17]=[CH:16][C:15]=3[N:14]=[C:13]([Cl:35])[C:12]=2[N:11]=[CH:1]1)=[O:29])([CH3:32])([CH3:34])[CH3:33]. Reported procedure: 0.32 ml (1.92 mmol)of Triethyl ortho-formate was added to 0.14 g (0.384 mmol) of 3-amino-4-[4-(tert-butoxycarbonylamino)butylamino]-2-chloroquinoline. The mixture was heated at 100° C. and stirred overnight. The reaction mixture was concentrated under reduced pressure and the resulting residue was purified by silica gel column chromatography (chloroform:methanol=150:1 to 100:1 (v/v)) to obtain 0.12 g (0.321 mmol) of 1-[4-(tert-butoxycarbonylamino)butyl]-4-chloro-1H-imidazo[4,5-c]quinoline as pal... The reactants are C1(=CC=CC=C1)CC(C(=O)O)=O (phenylpyruvic acid), C(=O)[O-].[Na+] (sodium formate), C=1N=C(C2=C(N1)N(C=N2)[C@H]3[C@@H]([C@@H]([C@H](O3)COP(=O)(O)OP(=O)(O)OC[C@@H]4[C@H]([C@H]([C@@H](O4)N5C=CCC(=C5)C(=O)N)O)O)O)O)N (NAD). Run in P(=O)([O-])([O-])[O-] (phosphate). Reaction conditions: time 48 hour. Product: C1(=CC=CC=C1)[C@](C(=O)O)(O)C ((R)-phenyl lactic acid). RXN SMILES: [C:1]1([CH2:7][C:8](=O)C(O)=O)[CH:6]=[CH:5][CH:4]=[CH:3][CH:2]=1.[CH:13]([O-:15])=[O:14].[Na+].C1N=C(N)C2N=CN([C@@H]3[O:30][C@H](COP(OP(OC[C@H]4O[C@@H](N5C=C(C(N)=O)CC=C5)[C@H](O)[C@@H]4O)(O)=O)(O)=O)[C@@H](O)[C@H]3O)C=2N=1>P([O-])([O-])([O-])=O>[C:1]1([C@@:7]([CH3:8])([OH:30])[C:13]([OH:15])=[O:14])[CH:6]=[CH:5][CH:4]=[CH:3][CH:2]=1 |f:1.2|. Procedure: 100 mg of the lyophilized, surface expressing E. coli was suspended with 100 mg of phenylpyruvic acid, 7 mg of sodium formate and 1.32 mg of NAD in 10 mL of 0.1 M phosphate buffer (pH 7.0) solution and stirred for 48 hours for reaction. After completion of the reaction, the solution was centrifuged at 12,000 rpm for 3 minutes to remove cells and obtain the supernatant. The obtained solution was adjusted to pH 2.0, extracted 5 times with 5 mL of ethyl acetate and subjected to liquid chromatograph... The reactants are [OH-].[K+] (potassium hydroxide), C(C)C1(NC(OC1)=O)CCC1=CC=C(C=C1)OCCCCC1=CC=CC=C1 (4-ethyl-4-(2-(4-(4-phenylbutyloxy)phenyl)ethyl)oxazolidin-2-one), solution, Cl (hydrochloric acid). Run in O (water), CO (methanol), O1CCCC1 (tetrahydrofuran), CCOCC (ether), O (water), CO (methanol). Product: Cl.NC(CO)(CCC1=CC=C(C=C1)OCCCCC1=CC=CC=C1)CC (2-Amino-2-ethyl-4-(4-(4-phenylbutyloxy)phenyl)butanol hydrochloride). RXN SMILES: [OH-].[K+].[CH2:3]([C:5]1([CH2:11][CH2:12][C:13]2[CH:18]=[CH:17][C:16]([O:19][CH2:20][CH2:21][CH2:22][CH2:23][C:24]3[CH:29]=[CH:28][CH:27]=[CH:26][CH:25]=3)=[CH:15][CH:14]=2)[CH2:9][O:8]C(=O)[NH:6]1)[CH3:4].[ClH:30]>O.CO.O1CCCC1.CCOCC>[ClH:30].[NH2:6][C:5]([CH2:3][CH3:4])([CH2:11][CH2:12][C:13]1[CH:18]=[CH:17][C:16]([O:19][CH2:20][CH2:21][CH2:22][CH2:23][C:24]2[CH:25]=[CH:26][CH:27]=[CH:28][CH:29]=2)=[CH:15][CH:14]=1)[CH2:9][OH:8] |f:0.1,8.9|. Procedure: A solution of potassium hydroxide (5.8 g) in water (20 ml) was added to a solution of 4-ethyl-4-(2-(4-(4-phenylbutyloxy)phenyl)ethyl)oxazolidin-2-one (3.0 g) in methanol (60 ml) and tetrahydrofuran (50 ml). The mixture was refluxed under heating for 18.5 hours while stirring. The reaction mixture was poured into water and extracted with ethyl acetate. The ethyl acetate layer was washed with saturated brine and dried over anhydrous sodium sulfate. The solvent was distilled away under reduced pres... Reactants: COC(=O)CC(=O)C(C)C, N#Cc1ccc(F)cc1. The product is COC(=O)C(C(=O)C(C)C)=C(N)c1ccc(F)cc1. Reaction SMILES: [C:1]([CH:2]([CH3:3])[CH3:4])(=[O:5])[CH2:6][C:7](=[O:8])[O:9][CH3:10].[F:11][c:12]1[cH:13][cH:14][c:15]([C:16]#[N:17])[cH:18][cH:19]1>>[C:1]([CH:2]([CH3:3])[CH3:4])(=[O:5])[C:6]([C:7](=[O:8])[O:9][CH3:10])=[C:16]([c:15]1[cH:14][cH:13][c:12]([F:11])[cH:19][cH:18]1)[NH2:17]. Yields the product C[Sn](C1=C(C(=C(S1)C=1SC=2N=C(SC2N1)C=1SC(=C(C1CCCCCCCCCCCCCC)Cl)[Sn](C)(C)C)CCCCCCCCCCCCCC)Cl)(C)C (2,5-bis(5-trimethylstannyl-4-chloro-3-tetradecyl-2-thienyl)-thiazolo[5,4-d]thiazole). The reactants are ClC=1C(=C(SC1)C=1SC=2N=C(SC2N1)C=1SC=C(C1CCCCCCCCCCCCCC)Cl)CCCCCCCCCCCCCC (2,5-bis(4-chloro-3-tetradecyl-2-thienyl)-thiazolo[5,4-d]thiazole), C[Sn](C)(C)Cl (trimethyltin chloride), C(CCC)[Li] (n-Butyl lithium), solution. Procedure: To a 100 mL Schlenk flask was added 250 mg (0.32 mmol) of 2,5-bis(4-chloro-3-tetradecyl-2-thienyl)-thiazolo[5,4-d]thiazole. The flask was evacuated and refilled with argon three times. After 35 mL of dry THF was added to the flask, the flask was cooled to −78° C. n-Butyl lithium (0.96 mmol) was then added dropwise to the solution. After stirring at −78° C. for 1 hour, 1.1 mL of an 1.0 M solution of trimethyltin chloride was syringed into the reaction mixture. After the solution was allowed to wa... Solvent: C(C)OCC (diethyl ether). RXN SMILES: [Cl:1][C:2]1[C:3]([CH2:35][CH2:36][CH2:37][CH2:38][CH2:39][CH2:40][CH2:41][CH2:42][CH2:43][CH2:44][CH2:45][CH2:46][CH2:47][CH3:48])=[C:4]([C:7]2[S:8][C:9]3[N:10]=[C:11]([C:15]4[S:16][CH:17]=[C:18]([Cl:34])[C:19]=4[CH2:20][CH2:21][CH2:22][CH2:23][CH2:24][CH2:25][CH2:26][CH2:27][CH2:28][CH2:29][CH2:30][CH2:31][CH2:32][CH3:33])[S:12][C:13]=3[N:14]=2)[S:5][CH:6]=1.C([Li])CCC.[CH3:54][Sn:55](Cl)([CH3:57])[CH3:56]>C(OCC)C>[CH3:54][Sn:55]([CH3:57])([CH3:56])[C:6]1[S:5][C:4]([C:7]2[S:8][C:9]3[N:10]=[C:11]([C:15]4[S:16][C:17]([Sn:55]([CH3:57])([CH3:56])[CH3:54])=[C:18]([Cl:34])[C:19]=4[CH2:20][CH2:21][CH2:22][CH2:23][CH2:24][CH2:25][CH2:26][CH2:27][CH2:28][CH2:29][CH2:30][CH2:31][CH2:32][CH3:33])[S:12][C:13]=3[N:14]=2)=[C:3]([CH2:35][CH2:36][CH2:37][CH2:38][CH2:39][CH2:40][CH2:41][CH2:42][CH2:43][CH2:44][CH2:45][CH2:46][CH2:47][CH3:48])[C:2]=1[Cl:1]. Conditions: temperature -78 celsius, time 1 hour.